This data is from the Open Reaction Database (ORD), a public repository of structured organic reaction records. The task is: describe an organic reaction: reactants, conditions, products, and yield Starting materials: [Al], C1CCOC1, COC(=O)c1cccc2c(-c3ccc(F)cc3)n(Cc3ccc(C)cc3C)nc12, [H-], [Li], [Na+], [Na+], [Na+], O=S(=O)([O-])[O-], [OH-], O. Product: Cc1ccc(Cn2nc3c(CO)cccc3c2-c2ccc(F)cc2)c(C)c1. As a reaction SMILES: [Al:30].[CH2:42]1[O:43][CH2:44][CH2:45][CH2:46]1.[CH3:1][c:2]1[c:3]([CH2:4][n:5]2[n:6][c:7]3[c:8]([C:21](=[O:22])[O:23][CH3:24])[cH:9][cH:10][cH:11][c:12]3[c:13]2-[c:14]2[cH:15][cH:16][c:17]([F:20])[cH:18][cH:19]2)[cH:25][cH:26][c:27]([CH3:29])[cH:28]1.[H-:32].[Li:31].[Na+:34].[Na+:35].[Na+:36].[O-:37][S:38]([O-:39])(=[O:40])=[O:41].[OH-:33].[OH2:47]>>[CH3:1][c:2]1[c:3]([CH2:4][n:5]2[n:6][c:7]3[c:8]([CH2:21][OH:22])[cH:9][cH:10][cH:11][c:12]3[c:13]2-[c:14]2[cH:15][cH:16][c:17]([F:20])[cH:18][cH:19]2)[cH:25][cH:26][c:27]([CH3:29])[cH:28]1. Starting materials: ( v ), ClC=1N=C(C(=NC1)N(S(=O)(=O)C1=C(C=CC=C1)I)C(=O)OCC(C)C)OC (N-(5-chloro-3-methoxypyrazin-2-yl)- N-(isobutoxycarbonyl)-2-iodobenzenesulphonamide), O1C(CCCC1)OC1=CC=C(C=C1)B(O)O (4-(2-(2H)-tetrahydropyranyloxy)phenylboronic acid). Product: ClC=1N=C(C(=NC1)N(S(=O)(=O)C=1C(=CC=CC1)C1=CC=C(C=C1)OC1OCCCC1)C(=O)OCC(C)C)OC (N-(5-chloro-3-methoxypyrazin-2-yl)- N-(isobutoxycarbonyl)-4'-[2-(2 H)-tetrahydropyranyloxy]-2-biphenylsulphonamide). Yield: 57.0%. As a reaction SMILES: [Cl:1][C:2]1[N:3]=[C:4]([O:26][CH3:27])[C:5]([N:8]([C:19]([O:21][CH2:22][CH:23]([CH3:25])[CH3:24])=[O:20])[S:9]([C:12]2[CH:17]=[CH:16][CH:15]=[CH:14][C:13]=2I)(=[O:11])=[O:10])=[N:6][CH:7]=1.[O:28]1[CH2:33][CH2:32][CH2:31][CH2:30][CH:29]1[O:34][C:35]1[CH:40]=[CH:39][C:38](B(O)O)=[CH:37][CH:36]=1>>[Cl:1][C:2]1[N:3]=[C:4]([O:26][CH3:27])[C:5]([N:8]([C:19]([O:21][CH2:22][CH:23]([CH3:25])[CH3:24])=[O:20])[S:9]([C:12]2[C:13]([C:38]3[CH:39]=[CH:40][C:35]([O:34][CH:29]4[CH2:30][CH2:31][CH2:32][CH2:33][O:28]4)=[CH:36][CH:37]=3)=[CH:14][CH:15]=[CH:16][CH:17]=2)(=[O:11])=[O:10])=[N:6][CH:7]=1. Procedure: Using an analogous procedure to that described in Example 1 part (v), but starting from N-(5-chloro-3-methoxypyrazin-2-yl)- N-(isobutoxycarbonyl)-2-iodobenzenesulphonamide and 4-(2-(2H)-tetrahydropyranyloxy)phenylboronic acid, there was obtained in 57% yield N-(5-chloro-3-methoxypyrazin-2-yl)- N-(isobutoxycarbonyl)-4'-[2-(2 H)-tetrahydropyranyloxy]-2-biphenylsulphonamide, m.p. 142°-143° C.; microanalysis found: C, 56.3; H, 5.5; N, 7.1%; C27H30C1N3O7 requires: C, 56.3; H, 5.25; N, 7.3%. The reactants are C1(=CC=CC=C1)C=1C=CN2N=C(N=C(C21)NCC2=NC=CC=C2)C=2C=NC=C(C#N)C2 (5-(5-phenyl-4-((pyridin-2-ylmethyl)amino)pyrrolo[2,1-f][1,2,4]triazin-2-yl)nicotinonitrile), C(C)(C)(C)O (t-butanol), CC(C)([O-])C.[K+] (potassium tert-butoxide). Reaction conditions: temperature 90 celsius. The product is C1(=CC=CC=C1)C=1C=CN2N=C(N=C(C21)NCC2=NC=CC=C2)C=2C=NC=C(C(=O)N)C2 (5-(5-phenyl-4-((pyridin-2-ylmethyl)amino)pyrrolo[2,1-f][1,2,4]triazin-2-yl)nicotinamide). Isolated yield 44.5%. RXN SMILES: [C:1]1([C:7]2[CH:8]=[CH:9][N:10]3[C:15]=2[C:14]([NH:16][CH2:17][C:18]2[CH:23]=[CH:22][CH:21]=[CH:20][N:19]=2)=[N:13][C:12]([C:24]2[CH:25]=[N:26][CH:27]=[C:28]([CH:31]=2)[C:29]#[N:30])=[N:11]3)[CH:6]=[CH:5][CH:4]=[CH:3][CH:2]=1.C([OH:36])(C)(C)C.CC(C)([O-])C.[K+]>>[C:1]1([C:7]2[CH:8]=[CH:9][N:10]3[C:15]=2[C:14]([NH:16][CH2:17][C:18]2[CH:23]=[CH:22][CH:21]=[CH:20][N:19]=2)=[N:13][C:12]([C:24]2[CH:25]=[N:26][CH:27]=[C:28]([CH:31]=2)[C:29]([NH2:30])=[O:36])=[N:11]3)[CH:6]=[CH:5][CH:4]=[CH:3][CH:2]=1 |f:2.3|. Procedure: To a solution of 5-(5-phenyl-4-((pyridin-2-ylmethyl)amino)pyrrolo[2,1-f][1,2,4]triazin-2-yl)nicotinonitrile (45.0 mg, 0.112 mmol) in t-butanol (5.00 mL, 502 mmol) was added potassium tert-butoxide (125 mg, 1.12 mmol) and the contents were heated to 90° C. for 12 h. The reaction mixture was allowed to cool and the solvents were removed under reduced pressure. The residue was dissolved in CH2Cl2 (25 mL) and washed with 1.5 N HCl (20 mL). The organic layer was separated and dried over anhydrous Na2... The reactants are C1(=CC=C(C=C1)S(=O)(=O)O)C (para-toluenesulfonic acid), CC(C)=CCCC(C)=CC=O (citral), CC(C(C)S)S (2,3-butanedithiol), CC(C)=CCCC(C)=CC=O (citral). Run in C1CCCCC1 (cyclohexane). Conditions: time 30 minute. Product: CC(=CC1SC(C(S1)C)C)CCC=C(C)C (2-(2,6-DIMETHYL-1,5-HEPTADIENYL)-4,5-DIMETHYL-1,3-DITHIOLANE). Reaction SMILES: C1(C)C=CC(S(O)(=O)=O)=CC=1.[CH3:12][CH:13]([SH:17])[CH:14]([SH:16])[CH3:15].[CH3:18][C:19](=[CH:21][CH2:22][CH2:23][C:24](=[CH:26][CH:27]=O)[CH3:25])[CH3:20]>C1CCCCC1>[CH3:25][C:24]([CH2:23][CH2:22][CH:21]=[C:19]([CH3:20])[CH3:18])=[CH:26][CH:27]1[S:17][CH:13]([CH3:12])[CH:14]([CH3:15])[S:16]1. Procedure details: Into a 100 ml reaction flask equipped with spin bar, reflux condenser, heating mantle and hot plate with magnetic stirring apparatus, is placed 0.5 grams para-toluenesulfonic acid, 5.0 ml cyclohexane and 6.1 grams (0.05 moles) of 2,3-butanedithiol. Over a period of 30 minutes with stirring is added to the reaction mass 7.6 grams (0.05 moles) of citral having the structure: ##STR23## After the citral is added, the reaction mass is heated to reflux and refluxed (with removal of water of reaction) ... Procedure: (4-{2-[2-(Methoxycarbonyl)phenoxy]ethyl}phenoxy)acetic acid (0.150 g, 0.454 mmol) was dissolved in DMF (10 ml), N-(2,4-difluorobenzyl)-N-propylamine (0.084 g, 0.454 mmol) was added and the mixture was cooled to 0° C. N-[(1H-1,2,3-benzotriazol-1-yloxy)(dimethylamino)methylene]-N-methylmethanaminium tetrafluoroborate (0.160 g, 0.499 mmol) and N-ethyl-N,N-diisopropylamine (0.123 g, 0.954 mmol) was added. The solution was stirred for two hours at room temperature. EtOAc (20 ml) was added and the org... The solvent is CN(C)C=O (DMF), CCOC(=O)C (EtOAc). Conditions: temperature 0 celsius, time 2 hour. Product: FC1=C(CN(C(COC2=CC=C(C=C2)CCOC2=C(C(=O)OC)C=CC=C2)=O)CCC)C=CC(=C1)F (methyl 2-[2-(4-{2-[(2,4-difluorobenzyl)(propyl)amino]-2-oxoethoxy}phenyl)-ethoxy]benzoate). Isolated yield 97.4%. Reaction SMILES: [CH3:1][O:2][C:3]([C:5]1[CH:24]=[CH:23][CH:22]=[CH:21][C:6]=1[O:7][CH2:8][CH2:9][C:10]1[CH:20]=[CH:19][C:13]([O:14][CH2:15][C:16]([OH:18])=O)=[CH:12][CH:11]=1)=[O:4].[F:25][C:26]1[CH:36]=[C:35]([F:37])[CH:34]=[CH:33][C:27]=1[CH2:28][NH:29][CH2:30][CH2:31][CH3:32].F[B-](F)(F)F.N1(OC(N(C)C)=[N+](C)C)C2C=CC=CC=2N=N1.C(N(C(C)C)C(C)C)C>CN(C=O)C.CCOC(C)=O>[F:25][C:26]1[CH:36]=[C:35]([F:37])[CH:34]=[CH:33][C:27]=1[CH2:28][N:29]([CH2:30][CH2:31][CH3:32])[C:16](=[O:18])[CH2:15][O:14][C:13]1[CH:12]=[CH:11][C:10]([CH2:9][CH2:8][O:7][C:6]2[CH:21]=[CH:22][CH:23]=[CH:24][C:5]=2[C:3]([O:2][CH3:1])=[O:4])=[CH:20][CH:19]=1 |f:2.3|. Starting materials: FC1=C(CNCCC)C=CC(=C1)F (N-(2,4-difluorobenzyl)-N-propylamine), COC(=O)C1=C(OCCC2=CC=C(OCC(=O)O)C=C2)C=CC=C1 ((4-{2-[2-(Methoxycarbonyl)phenoxy]ethyl}phenoxy)acetic acid), F[B-](F)(F)F.N1(N=NC2=C1C=CC=C2)OC(=[N+](C)C)N(C)C (N-[(1H-1,2,3-benzotriazol-1-yloxy)(dimethylamino)methylene]-N-methylmethanaminium tetrafluoroborate), C(C)N(C(C)C)C(C)C (N-ethyl-N,N-diisopropylamine).